Dataset: the Open Reaction Database (ORD), a public repository of structured organic reaction records. Task: describe an organic reaction: reactants, conditions, products, and yield Reaction SMILES: [C:1]([NH:4][NH:5][C:6]1[CH:11]=[CH:10][C:9]([NH2:12])=[CH:8][CH:7]=1)(=[O:3])[CH3:2].C([O-])(=O)C.[K+].[C:18](=[S:20])=[S:19].[CH2:21](Cl)[C:22]([C:24]1[CH:29]=[CH:28][CH:27]=[CH:26][CH:25]=1)=[O:23]>CO>[C:1]([NH:4][NH:5][C:6]1[CH:11]=[CH:10][C:9]([N:12]2[C:22]([OH:23])([C:24]3[CH:29]=[CH:28][CH:27]=[CH:26][CH:25]=3)[CH2:21][S:19][C:18]2=[S:20])=[CH:8][CH:7]=1)(=[O:3])[CH3:2] |f:1.2|. Procedure details: 1-Acetyl-2-(4-aminophenyl)hydrazine (8.25 g., 0.05 mole) was added to a solution of potassium acetate (4.9 g., 0.05 mole) in methanol (50 ml). The temperature was maintained below 10° C throughout the remainder of the reaction. Carbon disulfide (3.8 g., 0.05 mole) mixed with methanol (5 ml) was added dropwise to the stirred suspension which was stirred for one hour. Phenacyl chloride (3.9 g., 0.02 mole) dissolved in methanol (15 ml) was added dropwise with stirring and the reaction mixture stirr... Reactants: C(=S)=S (Carbon disulfide), C(C(=O)C1=CC=CC=C1)Cl (Phenacyl chloride), C(C)(=O)NNC1=CC=C(C=C1)N (1-Acetyl-2-(4-aminophenyl)hydrazine), C(C)(=O)[O-].[K+] (potassium acetate). Run in CO (methanol), CO (methanol), CO (methanol). Conditions: time 1 hour. The product is C(C)(=O)NNC1=CC=C(C=C1)N1C(SCC1(C1=CC=CC=C1)O)=S (3-[4-(2-Acetylhydrazino)phenyl]-4-hydroxy-4-phenyl-thiazolidine-2-thione).